From a dataset of the Open Reaction Database (ORD), a public repository of structured organic reaction records. describe an organic reaction: reactants, conditions, products, and yield Starting materials: O=C1CCCCCCC1, C=C(C)OC(C)=O, [Na+], [Na+], O=C([O-])[O-], Cc1ccc(S(=O)(=O)O)cc1. Yields the product CC(=O)OC1=CCCCCCC1. RXN SMILES: [C:12]1(=[O:20])[CH2:13][CH2:14][CH2:15][CH2:16][CH2:17][CH2:18][CH2:19]1.[C:21]([CH3:22])(=[O:23])[O:24][C:25]([CH3:26])=[CH2:27].[Na+:28].[Na+:29].[O-:30][C:31](=[O:32])[O-:33].[c:1]1([CH3:2])[cH:3][cH:4][c:5]([S:6]([OH:7])(=[O:8])=[O:9])[cH:10][cH:11]1>>[C:12]1([O:20][C:21]([CH3:22])=[O:23])=[CH:13][CH2:14][CH2:15][CH2:16][CH2:17][CH2:18][CH2:19]1.